From a dataset of the Open Reaction Database (ORD), a public repository of structured organic reaction records. describe an organic reaction: reactants, conditions, products, and yield Starting materials: O=Cc1ccc(OCC(=O)O)cc1, CO, CC(=O)O, CCCn1c(N)c(N)c(=O)n(CCC)c1=O. The product is CCCn1c(N)c(N=Cc2ccc(OCC(=O)O)cc2)c(=O)n(CCC)c1=O. Reaction SMILES: [C:1](=[O:2])([OH:3])[CH2:4][O:5][c:6]1[cH:7][cH:8][c:9]([CH:10]=[O:11])[cH:12][cH:13]1.[CH3:30][OH:31].[CH3:32][C:33](=[O:34])[OH:35].[NH2:14][c:15]1[c:16](=[O:29])[n:17]([CH2:26][CH2:27][CH3:28])[c:18](=[O:25])[n:19]([CH2:22][CH2:23][CH3:24])[c:20]1[NH2:21]>>[C:1](=[O:2])([OH:3])[CH2:4][O:5][c:6]1[cH:7][cH:8][c:9]([CH:10]=[N:14][c:15]2[c:16](=[O:29])[n:17]([CH2:26][CH2:27][CH3:28])[c:18](=[O:25])[n:19]([CH2:22][CH2:23][CH3:24])[c:20]2[NH2:21])[cH:12][cH:13]1.